This data is from the Open Reaction Database (ORD), a public repository of structured organic reaction records. The task is: describe an organic reaction: reactants, conditions, products, and yield Reaction SMILES: [C:1]([C:5]1[CH:6]=[C:7]([CH2:12][CH:13]([NH:15][C:16](=[O:23])[CH:17]([NH:21][CH3:22])[CH:18]([CH3:20])[CH3:19])[CH3:14])[CH:8]=[CH:9][C:10]=1[OH:11])([CH3:4])([CH3:3])[CH3:2].N([C:36]([O:38][C:39]([CH3:42])([CH3:41])[CH3:40])=[O:37])[C@H](C(O)=O)CC1C=CC=CC=1.[CH:43]1[CH:44]=[CH:45][C:46]2N(O)N=[N:49][C:47]=2[CH:48]=1.[CH3:53][CH:54]([CH3:61])N=C=NC(C)C.CN(C=[O:66])C>C(OCC)(=O)C>[C:1]([C:5]1[CH:6]=[C:7]([CH2:12][CH:13]([NH:15][C:16](=[O:23])[CH:17]([N:21]([C:53](=[O:66])[C@H:54]([CH3:61])[N:49]([C:47]2[CH:48]=[CH:43][CH:44]=[CH:45][CH:46]=2)[C:36]([O:38][C:39]([CH3:41])([CH3:40])[CH3:42])=[O:37])[CH3:22])[CH:18]([CH3:19])[CH3:20])[CH3:14])[CH:8]=[CH:9][C:10]=1[OH:11])([CH3:3])([CH3:2])[CH3:4]. The product is C(C)(C)(C)C=1C=C(C=CC1O)CC(C)NC(C(C(C)C)N(C)C([C@@H](N(C(=O)OC(C)(C)C)C1=CC=CC=C1)C)=O)=O (N-[2-(3-tert-butyl-4-hydroxyphenyl)-1-methylethyl]-2-[N-(N-Boc-phenyl-alanyl)-N-methylamino]-3-methylbutanamide). The reactants are C(C)(C)(C)C=1C=C(C=CC1O)CC(C)NC(C(C(C)C)NC)=O (N-[2-(3-tert-butyl-4-hydroxyphenyl)-l-methylethyl]-3-methyl-2-(methylamino)butanamide), N([C@@H](CC1=CC=CC=C1)C(=O)O)C(=O)OC(C)(C)C (Boc-Phe-OH), C=1C=CC2=C(C1)N=NN2O (HOBT), CC(N=C=NC(C)C)C (DIC), CN(C)C=O (DMF). Reported procedure: To a solution of 0.36 g (1.12 mmol) of N-[2-(3-tert-butyl-4-hydroxyphenyl)-l-methylethyl]-3-methyl-2-(methylamino)butanamide, 0.75 g (2.81 mmol) of Boc-Phe-OH and 0.38 g (2.81 mmol) of HOBT in DMF (5 ml), 0.44 ml (2.81 mmol) of DIC was added under cooling with ice. After being stirred at room temperature for 2.5 days, the reaction mixture was diluted with ethyl acetate and washed successively with saturated aqueous NaHCO3, water and saturated brine. The organic layer was dried with anhydrous mag... Run at time 2.5 day. Solvent: C(C)(=O)OCC (ethyl acetate). Starting materials: C(C)OC(=O)C1=CN(C2=CC(=C(C=C2C1=O)F)Cl)CCCl (1-(2-chloroethyl)-6-fluoro-7-chloro-4-oxo-1,4-dihydroquinoline-3-carboxylic acid ethyl ester), C1CCC2=NCCCN2CC1 (1,8-diazabicyclo[5,4,0]-7-undecene). The solvent is CS(=O)C (dimethyl sulfoxide). Yields the product C(C)OC(=O)C1=CN(C2=CC(=C(C=C2C1=O)F)Cl)C=C (1-vinyl-6-fluoro-7-chloro-4-oxo-1,4-dihydroquinoline-3-carboxylic acid ethyl ester). The yield is 65.1%. Reaction SMILES: [CH2:1]([O:3][C:4]([C:6]1[C:15](=[O:16])[C:14]2[C:9](=[CH:10][C:11]([Cl:18])=[C:12]([F:17])[CH:13]=2)[N:8]([CH2:19][CH2:20]Cl)[CH:7]=1)=[O:5])[CH3:2].C1CCN2C(=NCCC2)CC1>CS(C)=O>[CH2:1]([O:3][C:4]([C:6]1[C:15](=[O:16])[C:14]2[C:9](=[CH:10][C:11]([Cl:18])=[C:12]([F:17])[CH:13]=2)[N:8]([CH:19]=[CH2:20])[CH:7]=1)=[O:5])[CH3:2]. Procedure details: To a 120 ml of anhydrous dimethyl sulfoxide (DMSO), 6.32 g of 1-(2-chloroethyl)-6-fluoro-7-chloro-4-oxo-1,4-dihydroquinoline-3-carboxylic acid ethyl ester and 2.89 g of 1,8-diazabicyclo[5,4,0]-7-undecene were added and the mixture was heated at 84°-89° C. for 2 hrs. The reaction mixture was concentrated in vacuo and the residue was dissolved in chloroform. The chloroform layer was washed with water and dried. The residue obtained through evaporation of chloroform was recrystallized from ethyl et... RXN SMILES: NC1C=C(C)C=CC=1C(N)=[O:5].NC(C1C=CC(C)=CC=1N[C:23]([C:25]1[N:26]=[C:27]([C:30]2[CH:31]=[N:32][CH:33]=[CH:34][C:35]=2[C:36]([F:39])([F:38])[F:37])[S:28][CH:29]=1)=[O:24])=O>>[F:37][C:36]([F:39])([F:38])[C:35]1[CH:34]=[CH:33][N:32]=[CH:31][C:30]=1[C:27]1[S:28][CH:29]=[C:25]([C:23]([OH:24])=[O:5])[N:26]=1. The product is FC(C1=C(C=NC=C1)C=1SC=C(N1)C(=O)O)(F)F (2-(4-Trifluoromethylpyridin-3-yl)thiazole-4-carboxylic Acid). Reported procedure: Reaction of intermediate III.1 and 2-amino-4-methylbenzamide and subsequent purification by HPLC in analogy to the synthesis of Example 1.1 results in N-[2-(aminocarbonyl)-5-methylphenyl]-2-[4-(trifluoromethyl)-3-pyridinyl]-4-thiazolecarboxamide as a solid. The reactants are NC1=C(C(=O)N)C=CC(=C1)C (2-amino-4-methylbenzamide), NC(=O)C1=C(C=C(C=C1)C)NC(=O)C=1N=C(SC1)C=1C=NC=CC1C(F)(F)F (N-[2-(aminocarbonyl)-5-methylphenyl]-2-[4-(trifluoromethyl)-3-pyridinyl]-4-thiazolecarboxamide).